From a dataset of the Open Reaction Database (ORD), a public repository of structured organic reaction records. describe an organic reaction: reactants, conditions, products, and yield Reaction conditions: time 8 hour. Run in CN(C)C=O (DMF), CN(C)C=O (DMF). Starting materials: C1(=CC=CC=C1)O (phenol), O (water), COC(C1=CC=C(C=C1)CBr)=O (methyl-4-bromomethylbenzoate), C(=O)([O-])[O-].[K+].[K+] (K2CO3). RXN SMILES: [CH3:1][O:2][C:3](=[O:12])[C:4]1[CH:9]=[CH:8][C:7]([CH2:10]Br)=[CH:6][CH:5]=1.C([O-])([O-])=O.[K+].[K+].[C:19]1([OH:25])[CH:24]=[CH:23][CH:22]=[CH:21][CH:20]=1.O>CN(C=O)C>[CH3:1][O:2][C:3](=[O:12])[C:4]1[CH:9]=[CH:8][C:7]([CH2:10][O:25][C:19]2[CH:24]=[CH:23][CH:22]=[CH:21][CH:20]=2)=[CH:6][CH:5]=1 |f:1.2.3|. Procedure: To a stirred mixture of 5.72 g (25.0 mmol, 1.0 eq.) of methyl-4-bromomethylbenzoate and 3.80 g (27.5 mmol, 1.1 eq.) of K2CO3 in 10 mL of DMF at ambient temperature was added a solution of 2.59 g (27.5 mmol, 1.1 eq.) of phenol in 10 mL of DMF dropwise, and the mixture stirred overnight. The reaction mixture was poured into 100 mL of water and extracted with 3×100 mL portions of 25% CH2Cl2 -hexanes. The combined organic phases were washed with 3×100 mL portions of water, dried (MgSO4), filtered an... Yields the product COC(C1=CC=C(C=C1)COC1=CC=CC=C1)=O (Methyl-4-phenoxymethylbenzoate). Yield: 87.7%. Reactants: ClC(Cl)Cl, ClCCl, CCOC(=O)C(CC=C1CCOCC1)NS(=O)(=O)c1ccc([N+](=O)[O-])cc1, O=S(=O)(O)C(F)(F)F. Product: CCOC(=O)C1CCC2(CCOCC2)N1S(=O)(=O)c1ccc([N+](=O)[O-])cc1. As a reaction SMILES: [CH:36]([Cl:37])([Cl:38])[Cl:39].[Cl:40][CH2:41][Cl:42].[N+:1](=[O:2])([O-:3])[c:4]1[cH:5][cH:6][c:7]([S:10](=[O:11])(=[O:12])[NH:13][CH:14]([C:15](=[O:16])[O:17][CH2:18][CH3:19])[CH2:20][CH:21]=[C:22]2[CH2:23][CH2:24][O:25][CH2:26][CH2:27]2)[cH:8][cH:9]1.[OH:28][S:29]([C:30]([F:31])([F:32])[F:33])(=[O:34])=[O:35]>>[N+:1](=[O:2])([O-:3])[c:4]1[cH:5][cH:6][c:7]([S:10](=[O:11])(=[O:12])[N:13]2[CH:14]([C:15](=[O:16])[O:17][CH2:18][CH3:19])[CH2:20][CH2:21][C:22]23[CH2:23][CH2:24][O:25][CH2:26][CH2:27]3)[cH:8][cH:9]1.